describe an organic reaction: reactants, conditions, products, and yield From a dataset of the Open Reaction Database (ORD), a public repository of structured organic reaction records. The reactants are Cl (hydrochloric acid), CC(C(COC1=C(C=C(C=C1)CCCC=1C=C(C(C(=O)OC)=CC1)C(=O)OC)CC)=O)(C)C (dimethyl 4-{3-[4-(3,3-dimethyl-2-oxobutoxy)-3-ethylphenyl]propyl}phthalate), [H-].[Al+3].[Li+].[H-].[H-].[H-] (lithium aluminum hydride), [OH-].[Na+] (sodium hydroxide). Solvent: C1CCOC1 (THF), O (water), O (water). Reaction conditions: time 30 minute. Product: OCC=1C=C(C=CC1CO)CCCC1=CC(=C(OCC(C(C)(C)C)O)C=C1)CC (1-{4-[3-(3,4-Bis-hydroxymethyl-phenyl)-propyl]-2-ethyl-phenoxy}-3,3-dimethyl-butan-2-ol). RXN SMILES: [CH3:1][C:2]([CH3:33])([CH3:32])[C:3](=[O:31])[CH2:4][O:5][C:6]1[CH:11]=[CH:10][C:9]([CH2:12][CH2:13][CH2:14][C:15]2[CH:16]=[C:17]([C:25](OC)=[O:26])[C:18](=[CH:23][CH:24]=2)[C:19](OC)=[O:20])=[CH:8][C:7]=1[CH2:29][CH3:30].[H-].[Al+3].[Li+].[H-].[H-].[H-].[OH-].[Na+].Cl>C1COCC1.O>[OH:26][CH2:25][C:17]1[CH:16]=[C:15]([CH2:14][CH2:13][CH2:12][C:9]2[CH:10]=[CH:11][C:6]([O:5][CH2:4][CH:3]([OH:31])[C:2]([CH3:32])([CH3:33])[CH3:1])=[C:7]([CH2:29][CH3:30])[CH:8]=2)[CH:24]=[CH:23][C:18]=1[CH2:19][OH:20] |f:1.2.3.4.5.6,7.8|. Procedure details: 900 mg (2 mmol) of dimethyl 4-{3-[4-(3,3-dimethyl-2-oxobutoxy)-3-ethylphenyl]propyl}phthalate are dissolved in 20 ml of THF, and slowly added to a suspension of 375 mg (10 mmol) of lithium aluminum hydride. The reaction medium is stirred for 30 minutes at room temperature, and is then sequentially treated by slow addition of 400 μl of water, 400 μl of 15% sodium hydroxide and 1 ml of water. The reaction medium is poured into a 1% hydrochloric acid solution, and then extracted with ethyl ether. T... Starting materials: OC1CCCCCC1, [Cl-], Clc1cc(Cl)ncn1, [H-], [NH4+], [Na+], C1CCOC1. Product: Clc1cc(OC2CCCCCC2)ncn1. RXN SMILES: [CH:3]1([OH:10])[CH2:4][CH2:5][CH2:6][CH2:7][CH2:8][CH2:9]1.[Cl-:19].[Cl:11][c:12]1[n:13][cH:14][n:15][c:16]([Cl:18])[cH:17]1.[H-:1].[NH4+:20].[Na+:2].[O:21]1[CH2:22][CH2:23][CH2:24][CH2:25]1>>[CH:3]1([O:10][c:16]2[n:15][cH:14][n:13][c:12]([Cl:11])[cH:17]2)[CH2:4][CH2:5][CH2:6][CH2:7][CH2:8][CH2:9]1.